From a dataset of the Open Reaction Database (ORD), a public repository of structured organic reaction records. describe an organic reaction: reactants, conditions, products, and yield The reactants are CC([O-])C.[Ti+4].CC([O-])C.CC([O-])C.CC([O-])C (Titanium isopropoxide), C(C)(=O)O (acetic acid), C(C)(=O)[O-].[Ba+2].C(C)(=O)[O-] (barium acetate), C(C)(=O)[O-].[Sr+2].C(C)(=O)[O-] (strontium acetate), Ba. Solvent: O (water), O (water). Run at temperature 85 celsius. The product is CC([O-])C.[Ti+4].CC([O-])C.CC([O-])C.CC([O-])C (titanium isopropoxide), [O-2].[O-2].[O-2].[O-2].[Ti+4].[Sr+2].[Ba+2] (barium strontium titanate). Reaction SMILES: [C:1]([O-:4])(=[O:3])[CH3:2].[Ba+2:5].[C:6]([O-])(=O)C.C([O-])(=O)C.[Sr+2:14].C([O-])(=O)C.C(O)(=O)C.CC(C)[O-].[Ti+4:27].CC(C)[O-].CC(C)[O-].CC(C)[O-]>O>[CH3:6][CH:1]([CH3:2])[O-:4].[Ti+4:27].[CH3:6][CH:1]([CH3:2])[O-:4].[CH3:6][CH:1]([CH3:2])[O-:4].[CH3:6][CH:1]([CH3:2])[O-:4].[O-2:3].[O-2:3].[O-2:3].[O-2:3].[Ti+4:27].[Sr+2:14].[Ba+2:5] |f:0.1.2,3.4.5,7.8.9.10.11,13.14.15.16.17,18.19.20.21.22.23.24|. Reported procedure: Equal molar amounts of barium acetate (1.57 g) and strontium acetate (3.51 g) were combined with acetic acid (5.6 ml) and the mixture heated at 85° C. for 1 hour to dissolve the salts. Titanium isopropoxide (3.51 g) was then added to the mixture. The resulting mixture had the desired a Ba:Sr:Ti molar ratio of 1:1:2. Deionized water (18 megohm) was added to achieve a water:titanium isopropoxide molar ratio of 1000:1 and form a barium strontium titanate sol. Starting materials: COc1ccc(CN2CC(C)(C)c3ccc([N+](=O)[O-])cc3C2=O)cc1, CC#N, O. Product: CC1(C)CNC(=O)c2cc([N+](=O)[O-])ccc21. Reaction SMILES: [CH3:1][O:2][c:3]1[cH:4][cH:5][c:6]([CH2:7][N:8]2[C:9](=[O:23])[c:10]3[cH:11][c:12]([N+:20](=[O:21])[O-:22])[cH:13][cH:14][c:15]3[C:16]([CH3:18])([CH3:19])[CH2:17]2)[cH:24][cH:25]1.[CH3:27][C:28]#[N:29].[OH2:26]>>[NH:8]1[C:9](=[O:23])[c:10]2[cH:11][c:12]([N+:20](=[O:21])[O-:22])[cH:13][cH:14][c:15]2[C:16]([CH3:18])([CH3:19])[CH2:17]1. Starting materials: N12CCC(CC1)(CC2)CNC(=O)C2=CNC1=CC=CC=C21 (N-((quinuclidin-4-yl)methyl)-1H-indole-3-carboxamide), S1N=C(C2=C1C=CC=C2)C(=O)Cl (benzo[d]isothiazole-3-carbonyl chloride). Product: N12CCC(CC1)(CC2)CNC(=O)C2=NSC1=C2C=CC=C1 (N-(quinuclidin-4-ylmethyl)benzo[d]isothiazole-3-carboxamide). Reaction SMILES: [N:1]12[CH2:8][CH2:7][C:4]([CH2:9][NH:10][C:11]([C:13]3[C:21]4[C:16](=[CH:17][CH:18]=[CH:19][CH:20]=4)NC=3)=[O:12])([CH2:5][CH2:6]1)[CH2:3][CH2:2]2.[S:22]1C2C=CC=CC=2C(C(Cl)=O)=[N:23]1>>[N:1]12[CH2:8][CH2:7][C:4]([CH2:9][NH:10][C:11]([C:13]3[C:21]4[CH:20]=[CH:19][CH:18]=[CH:17][C:16]=4[S:22][N:23]=3)=[O:12])([CH2:5][CH2:6]1)[CH2:3][CH2:2]2. Reported procedure: N-(quinuclidin-4-ylmethyl)benzo[d]isothiazole-3-carboxamide was prepared in a similar manner to N-((quinuclidin-4-yl)methyl)-1H-indole-3-carboxamide, substituting benzo[d]isothiazole-3-carbonyl chloride as the electrophile. The reactants are CCCC(=O)Nc1ccc(-c2nnc(C(Nc3ccc(C#N)c(Cl)c3C)C(C)O[Si](C)(C)C(C)(C)C)o2)cc1, CCCC[N+](CCCC)(CCCC)CCCC, C1CCOC1, [F-]. Yields the product CCCC(=O)Nc1ccc(-c2nnc(C(Nc3ccc(C#N)c(Cl)c3C)C(C)O)o2)cc1. Reaction SMILES: [C:1]([Si:2]([CH3:3])([CH3:4])[O:6][CH:7]([CH:8]([NH:9][c:10]1[c:11]([CH3:19])[c:12]([Cl:18])[c:13]([C:16]#[N:17])[cH:14][cH:15]1)[c:20]1[n:21][n:22][c:23](-[c:25]2[cH:26][cH:27][c:28]([NH:31][C:32]([CH2:33][CH2:34][CH3:35])=[O:36])[cH:29][cH:30]2)[o:24]1)[CH3:37])([CH3:5])([CH3:38])[CH3:39].[CH2:41]([N+:42]([CH2:43][CH2:44][CH2:45][CH3:46])([CH2:47][CH2:48][CH2:49][CH3:50])[CH2:51][CH2:52][CH2:53][CH3:54])[CH2:55][CH2:56][CH3:57].[CH2:58]1[O:59][CH2:60][CH2:61][CH2:62]1.[F-:40]>>[OH:6][CH:7]([CH:8]([NH:9][c:10]1[c:11]([CH3:19])[c:12]([Cl:18])[c:13]([C:16]#[N:17])[cH:14][cH:15]1)[c:20]1[n:21][n:22][c:23](-[c:25]2[cH:26][cH:27][c:28]([NH:31][C:32]([CH2:33][CH2:34][CH3:35])=[O:36])[cH:29][cH:30]2)[o:24]1)[CH3:37]. The reactants are C(C)(C)(C)OC(=O)N1CC(C(CC1)O)N1C(SC(C1=O)=CC=1C=C2C=NN(C2=CC1)CC1=C(C=C(C=C1)Cl)C(F)(F)F)=O (3-{5-[1-(4-chloro-2-trifluoromethylbenzyl)-1H-indazol-5-ylmethylene]-2,4-dioxothiazolidin-3-yl}-4-hydroxypiperidine-1-carboxylic acid tert-butyl ester), CC(=O)OI1(C=2C=CC=CC2C(=O)O1)(OC(=O)C)OC(=O)C (Dess-Martin periodinane), C(=O)(C(F)(F)F)O.C(Cl)Cl (TFA DCM). The solvent is C(Cl)Cl (DCM). Reaction conditions: time 18 hour. Yields the product ClC1=CC(=C(CN2N=CC3=CC(=CC=C23)\C=C/2\C(N(C(S2)=O)C2CNCCC2=O)=O)C=C1)C(F)(F)F ((5Z)-5-({1-[4-Chloro-2-(trifluoromethyl)benzyl]-1H-indazol-5-yl}methylidene)-3-(4-oxopiperidin-3-yl)-1,3-thiazolidine-2,4-dione). RXN SMILES: C(OC([N:8]1[CH2:13][CH2:12][CH:11]([OH:14])[CH:10]([N:15]2[C:19](=[O:20])[C:18](=[CH:21][C:22]3[CH:23]=[C:24]4[C:28](=[CH:29][CH:30]=3)[N:27]([CH2:31][C:32]3[CH:37]=[CH:36][C:35]([Cl:38])=[CH:34][C:33]=3[C:39]([F:42])([F:41])[F:40])[N:26]=[CH:25]4)[S:17][C:16]2=[O:43])[CH2:9]1)=O)(C)(C)C.CC(OI1(OC(C)=O)(OC(C)=O)OC(=O)C2C=CC=CC1=2)=O.C(O)(C(F)(F)F)=O.C(Cl)Cl>C(Cl)Cl>[Cl:38][C:35]1[CH:36]=[CH:37][C:32]([CH2:31][N:27]2[C:28]3[C:24](=[CH:23][C:22](/[CH:21]=[C:18]4/[C:19](=[O:20])[N:15]([CH:10]5[C:11](=[O:14])[CH2:12][CH2:13][NH:8][CH2:9]5)[C:16](=[O:43])[S:17]/4)=[CH:30][CH:29]=3)[CH:25]=[N:26]2)=[C:33]([C:39]([F:41])([F:42])[F:40])[CH:34]=1 |f:2.3|. Procedure details: To a solution of 3-{5-[1-(4-chloro-2-trifluoromethylbenzyl)-1H-indazol-5-ylmethylene]-2,4-dioxothiazolidin-3-yl}-4-hydroxypiperidine-1-carboxylic acid tert-butyl ester (0.2 mmol) in DCM (2 mL) was added Dess-Martin periodinane powder (0.25 mmol). The mixture was stirred at rt for 18 h, then purified by silica gel chromatography (0-30% EtOAc/hexanes). The product was obtained as pale yellow solid, which was treated with TFA/DCM following General Procedure M to afford the title compound. Reactants: Clc1ccc(-c2ccc(Br)cc2)nn1, C1CCOC1, CC(C)(C)[O-], [K+], OC1CN2CCC1CC2. Product: Brc1ccc(-c2ccc(OC3CN4CCC3CC4)nn2)cc1. Reaction SMILES: [Br:1][c:2]1[cH:3][cH:4][c:5](-[c:8]2[n:9][n:10][c:11]([Cl:14])[cH:12][cH:13]2)[cH:6][cH:7]1.[CH2:30]1[O:31][CH2:32][CH2:33][CH2:34]1.[CH3:24][C:25]([CH3:26])([O-:27])[CH3:28].[K+:29].[N:15]12[CH2:16][CH:17]([OH:23])[CH:18]([CH2:19][CH2:20]1)[CH2:21][CH2:22]2>>[Br:1][c:2]1[cH:3][cH:4][c:5](-[c:8]2[n:9][n:10][c:11]([O:23][CH:17]3[CH2:16][N:15]4[CH2:20][CH2:19][CH:18]3[CH2:21][CH2:22]4)[cH:12][cH:13]2)[cH:6][cH:7]1.